This data is from the Open Reaction Database (ORD), a public repository of structured organic reaction records. The task is: describe an organic reaction: reactants, conditions, products, and yield Reactants: C(C1=CC=CC=C1)N1CC(CC1)CC(=O)OC (methyl 1-benzyl-3-pyrrolidineacetate). The reagents and catalysts are [Pd] (palladium on carbon). The solvent is C(C)O (ethanol). Product: N1CC(CC1)CC(=O)OC (methyl 3-pyrrolidineacetate). RXN SMILES: C([N:8]1[CH2:12][CH2:11][CH:10]([CH2:13][C:14]([O:16][CH3:17])=[O:15])[CH2:9]1)C1C=CC=CC=1>[Pd].C(O)C>[NH:8]1[CH2:12][CH2:11][CH:10]([CH2:13][C:14]([O:16][CH3:17])=[O:15])[CH2:9]1. Procedure details: The above prepared methyl 1-benzyl-3-pyrrolidineacetate hexamate was reduced in three portions, using 3.9 g. of 10% palladium on carbon in 200 ml. of absolute ethanol, for one hour at 50° C. The reaction mixture was filtered and concentrated to give methyl 3-pyrrolidineacetate hexamate, m.p. 68.5°-69.5° C. Starting materials: crude product, C(Cl)(Cl)Cl (CHCl3), COC([C@H]1N(C[C@@H](C1)O)C(C1=C(C=C(C(=C1)OC)OC)[N+](=O)[O-])=O)=O (N-(4,5-dimethoxy-2-nitrobenzoyl)hydroxyproline Methyl Ester), CCO (EtOH). Reagents/catalysts: [Pd] (Pd/C). Run in Cl (HCl). Yields the product COC1=C(C=CC2=C1C(N1[C@H](C(N2)=O)C[C@H](C1)O)=O)OC ((11aS)-6,7-dimethoxy-2(R)-hydroxy-2,3,5,10,11,11a-hexahydro-5,11-dioxo-1H-pyrrolo[2,1-c][1,4-]benzodiazepine). Reaction SMILES: CO[C:3](=[O:25])[C@@H:4]1[CH2:8][C@@H:7]([OH:9])[CH2:6][N:5]1[C:10](=[O:24])[C:11]1[CH:16]=[C:15]([O:17][CH3:18])[C:14](OC)=[CH:13][C:12]=1[N+:21]([O-])=O.C(Cl)(Cl)Cl.C[CH2:31][OH:32]>[Pd].Cl>[CH3:31][O:32][C:16]1[C:11]2[C:10](=[O:24])[N:5]3[CH2:6][C@H:7]([OH:9])[CH2:8][C@H:4]3[C:3](=[O:25])[NH:21][C:12]=2[CH:13]=[CH:14][C:15]=1[O:17][CH3:18]. Reported procedure: 10% Pd/C catalyst (3.3 g) was added to a solution of 169 (33.0 g, 93.1 mmol) in absolute EtOH (250 mL). The reaction mixture was hydrogenated under pressure using a Parr hydrogenator at 55 psi H2 for 18 h. The reaction mixture was filtered through celite, and the celite washed with hot MeOH, taking care not to allow the filter cake to dry out. Removal of excess solvent afforded the crude product (20.14 g). The crude product was allowed to stir in 1 N HCl (200 mL) and CHCl3 (200 mL) for 30 minute... Starting materials: CC1=C(C(=CC=C1)C)[N+](=O)[O-] (1,3-dimethyl-2-nitro-benzene), S(O)(O)(=O)=O (sulfuric acid), C(C)(=O)O (acetic acid), II (iodine), HIO4. The solvent is O (water). Conditions: temperature 90 celsius. Product: IC1=C(C(=C(C=C1)C)[N+](=O)[O-])C (1-iodo-2,4-dimethyl-3-nitro-benzene). The yield is 236.9%. RXN SMILES: [CH3:1][C:2]1[CH:7]=[CH:6][CH:5]=[C:4]([CH3:8])[C:3]=1[N+:9]([O-:11])=[O:10].S(=O)(=O)(O)O.C(O)(=O)C.[I:21]I>O>[I:21][C:5]1[CH:6]=[CH:7][C:2]([CH3:1])=[C:3]([N+:9]([O-:11])=[O:10])[C:4]=1[CH3:8]. Procedure details: To 1,3-dimethyl-2-nitro-benzene (68.5 g, 453.2 mmol) is added sulfuric acid (27.2 mL, 510 mmol), acetic acid (543.8 mL, 9.49 mol), iodine (46 g, 181.3 mmol) and HIO4 (91.9 g, 403.3 mmol). The reaction is heated to 90° C. for 7 days. The reaction mixture is cooled to ambient temperature and water (500 mL) is added. The resulting solid is collected by filtration and washed with cold water. The solid is dried under reduced pressure at 45° C. overnight to afford the title compound as a yellow solid ... The reactants are [O-][Bi](=O)=O.[Na+] (sodium bismuthate), C(CC(O)(C(=O)O)CC(=O)O)(=O)O (Citric acid), C([O-])([O-])=O.[Ni+2] (Nickel carbonate), C([O-])([O-])=O.[Ni+2] (nickel carbonate), [In] (Indium), 1L, S(N)(O)(=O)=O (sulfamic acid), [In] (Indium), [Ni](Cl)Cl (Nickel chloride), O.O.O.O.O.O.[Ni](Cl)Cl (nickel chloride hexahydrate), S(=O)(=O)([O-])[O-] (sulfate), S(N)([O-])(=O)=O (sulfamate), S(=O)(=O)([O-])[O-].[Ni+2] (nickel sulfate), [In] (indium), S(=O)(=O)([O-])[O-] (sulfate), S(N)([O-])(=O)=O (sulfamate). Run in Cl (HCl), O (water), O (water). Conditions: temperature 45 celsius. Yields the product [Ni].[In].S(=O)(=O)([O-])[O-].[Bi+3].S(=O)(=O)([O-])[O-].S(=O)(=O)([O-])[O-].[Bi+3] (nickel indium bismuth sulfate), [In].S(N)([O-])(=O)=O.[Bi+3].S(N)([O-])(=O)=O.S(N)([O-])(=O)=O (indium bismuth sulfamate). RXN SMILES: [S:1]([O-:5])([O-:4])(=[O:3])=[O:2].S(=O)(=O)([O-])[NH2:7].C(O)(=O)CC(CC(O)=O)(C(O)=O)O.C(=O)([O-])[O-].[Ni+2].[Ni:29](Cl)Cl.O.O.O.O.O.O.[Ni](Cl)Cl.S([O-])([O-])(=O)=O.[Ni+2].S(=O)(=O)(O)N.[In:52].[O-][Bi:54](=O)=O.[Na+]>O.Cl>[Ni:29].[In:52].[S:1]([O-:5])([O-:4])(=[O:3])=[O:2].[Bi+3:54].[S:1]([O-:5])([O-:4])(=[O:3])=[O:2].[S:1]([O-:5])([O-:4])(=[O:3])=[O:2].[Bi+3:54].[In:52].[S:1](=[O:2])(=[O:3])([O-:5])[NH2:7].[Bi+3:54].[S:1](=[O:2])(=[O:3])([O-:5])[NH2:7].[S:1](=[O:2])(=[O:3])([O-:5])[NH2:7] |f:3.4,6.7.8.9.10.11.12,13.14,17.18,21.22.23.24.25.26.27,28.29.30.31.32|. Reported procedure: The nickel/indium/bismuth sulfate and inckel/indium/bismuth sulfamate plating baths were prepared similarly. Preparation of one liter of the sulfate and sulfamate formulations is outlined below. Citric acid (57 grams) is dissolved in 300 ml of deionized water heated to 45° C. Nickel carbonate (45 grams) is then dissolved in the solution. The pH of the bath at this point should be about 4.0. Nickel chloride (15 or 75 grams/liter of nickel chloride hexahydrate for the sulfate and sulfamate plating... Reactants: Cl.FC=1C=C(C(=O)O)C=CC1CCCN1CCCCC1 (3-fluoro-4-(3-piperidin-1-ylpropyl)benzoic acid hydrochloride), COC=1C=CC(=C(C1)N)C1CC2=CC=C(C=C2CC1)OC (5-methoxy-2-(6-methoxy-1,2,3,4-tetrahydronaphthalen-2-yl)phenylamine), FC=1C=C(CNC2=C(C=CC(=C2)OC)C2CC3=CC=C(C=C3CC2)OC)C=CC1CCCN1CCCCC1 ([3-fluoro-4-(3-piperidin-1-ylpropyl)benzyl][5-methoxy-2-(6-methoxy-1,2,3,4-tetrahydronaphthalen-2-yl)phenyl]amine). The product is FC=1C=C(CNCC2=C(C=CC(=C2)OC)C2CC3=CC=C(C=C3CC2)OC)C=CC1CCCN1CCCCC1 ([3-fluoro-4-(3-piperidin-1-ylpropyl)benzyl][5-methoxy-2-(6-methoxy-1,2,3,4-tetrahydronaphthalen-2-yl)phenyl]methylamine). Reaction SMILES: Cl.[F:2][C:3]1[CH:4]=[C:5]([CH:9]=[CH:10][C:11]=1[CH2:12][CH2:13][CH2:14][N:15]1[CH2:20][CH2:19][CH2:18][CH2:17][CH2:16]1)[C:6](O)=O.COC1C=CC(C2CCC3C(=CC=C(OC)C=3)C2)=[C:27]([NH2:29])C=1.FC1C=C(C=CC=1CCCN1CCCCC1)CN[C:48]1[CH:53]=[C:52]([O:54][CH3:55])[CH:51]=[CH:50][C:49]=1[CH:56]1[CH2:65][CH2:64][C:63]2[C:58](=[CH:59][CH:60]=[C:61]([O:66][CH3:67])[CH:62]=2)[CH2:57]1>>[F:2][C:3]1[CH:4]=[C:5]([CH:9]=[CH:10][C:11]=1[CH2:12][CH2:13][CH2:14][N:15]1[CH2:20][CH2:19][CH2:18][CH2:17][CH2:16]1)[CH2:6][NH:29][CH2:27][C:48]1[CH:53]=[C:52]([O:54][CH3:55])[CH:51]=[CH:50][C:49]=1[CH:56]1[CH2:65][CH2:64][C:63]2[C:58](=[CH:59][CH:60]=[C:61]([O:66][CH3:67])[CH:62]=2)[CH2:57]1 |f:0.1|. Procedure details: Synthesized from 3-fluoro-4-(3-piperidin-1-ylpropyl)benzoic acid hydrochloride and 5-methoxy-2-(6-methoxy-1,2,3,4-tetrahydronaphthalen-2-yl)phenylamine according to an analogous synthetic method to Example 337 described below, [3-fluoro-4-(3-piperidin-1-ylpropyl)benzyl][5-methoxy-2-(6-methoxy-1,2,3,4-tetrahydronaphthalen-2-yl)phenyl]amine (311 mg) was used according to an analogous synthetic method to Preparation Example 18 to provide [3-fluoro-4-(3-piperidin-1-ylpropyl)benzyl][5-methoxy-2-(6-me...